From a dataset of the Open Reaction Database (ORD), a public repository of structured organic reaction records. describe an organic reaction: reactants, conditions, products, and yield Starting materials: NaH2PO4, ice, C([O-])([O-])=O.[Na+].[Na+] (sodium carbonate), C(C)(=O)OCC(CC(=O)OC)=O (methyl 4-acetoxyacetoacetate), ClCC(C)=O (chloroacetone). Reagents/catalysts: [Cl-].C(C1=CC=CC=C1)[N+](CC)(CC)CC (benzyltriethylammonium chloride). The solvent is C(C)#N (acetonitrile). Yields the product C(C)(=O)OCC(C(C(=O)OC)CC(=O)C)=O (methyl 4-acetoxy-2-acetonylacetoacetate). The yield is 92.0%. RXN SMILES: C(=O)([O-])[O-].[Na+].[Na+].[C:7]([O:10][CH2:11][C:12](=[O:18])[CH2:13][C:14]([O:16][CH3:17])=[O:15])(=[O:9])[CH3:8].Cl[CH2:20][C:21](=[O:23])[CH3:22]>[Cl-].C([N+](CC)(CC)CC)C1C=CC=CC=1.C(#N)C>[C:7]([O:10][CH2:11][C:12](=[O:18])[CH:13]([CH2:20][C:21]([CH3:22])=[O:23])[C:14]([O:16][CH3:17])=[O:15])(=[O:9])[CH3:8] |f:0.1.2,5.6|. Procedure details: 63.6 g (0.6 mol) of sodium carbonate and 2.3 g (0.01 mol) of benzyltriethylammonium chloride are suspended in 250 ml of acetonitrile. While stirring there are added thereto 87.0 g (0.5 mol) of methyl 4-acetoxyacetoacetate and there are added dropwise thereto within 5 minutes 69.4 g (0.75 mol) of chloroacetone. The mixture is stirred at 20°-25° C. for a further 46 hours. The reaction mixture is poured on to 1 liter of 10% NaH2PO4 solution/ice (pH value=5) and extracted 3 times with 300 ml of ethy...